Dataset: the Open Reaction Database (ORD), a public repository of structured organic reaction records. Task: describe an organic reaction: reactants, conditions, products, and yield Reactants: Oc1ccc(Br)cc1F, CN1CCCC1=O, N#C[Cu]. Product: N#Cc1ccc(O)c(F)c1. As a reaction SMILES: [Br:1][c:2]1[cH:3][c:4]([F:9])[c:5]([OH:8])[cH:6][cH:7]1.[CH3:13][N:14]1[CH2:15][CH2:16][CH2:17][C:18]1=[O:19].[Cu:10][C:11]#[N:12]>>[c:2]1([C:11]#[N:12])[cH:3][c:4]([F:9])[c:5]([OH:8])[cH:6][cH:7]1.